Dataset: the Open Reaction Database (ORD), a public repository of structured organic reaction records. Task: describe an organic reaction: reactants, conditions, products, and yield The reactants are C[Al](C)C, Cc1ccccc1, CS(=O)(=O)c1ccc(N)cc1, ClC(Cl)Cl, Cl, N#Cc1ccccn1. Yields the product CS(=O)(=O)c1ccc(NC(=N)c2ccccn2)cc1. Reaction SMILES: [CH3:13][Al:14]([CH3:15])[CH3:16].[CH3:25][c:26]1[cH:27][cH:28][cH:29][cH:30][cH:31]1.[CH3:2][S:3](=[O:4])(=[O:5])[c:6]1[cH:7][cH:8][c:9]([NH2:10])[cH:11][cH:12]1.[CH:32]([Cl:33])([Cl:34])[Cl:35].[ClH:1].[N:17]#[C:18][c:19]1[cH:20][cH:21][cH:22][cH:23][n:24]1>>[CH3:2][S:3](=[O:4])(=[O:5])[c:6]1[cH:7][cH:8][c:9]([NH:10][C:18](=[NH:17])[c:19]2[cH:20][cH:21][cH:22][cH:23][n:24]2)[cH:11][cH:12]1. Reactants: FC1=C2C=C(NC2=CC=C1OC1=NC=NC2=CC(=C(C=C12)OC)OC[C@H]1NCCC1)C (4-[(4-fluoro-2-methyl-1H-indol-5-yl)oxy]-6-methoxy-7-[(2S)-pyrrolidin-2-ylmethoxy]quinazoline), C(C)(=O)Cl (acetyl chloride). Product: C(C)(=O)N1[C@@H](CCC1)COC1=C(C=C2C(=NC=NC2=C1)OC=1C(=C2C=C(NC2=CC1)C)F)OC (7-[(2S)-1-acetylpyrrolidin-2-ylmethoxy]-4-[(4-fluoro-2-methyl-1H-indol-5-yl)oxy]-6-methoxyquinazoline). The yield is 58.0%. Reaction SMILES: [F:1][C:2]1[C:10]([O:11][C:12]2[C:21]3[C:16](=[CH:17][C:18]([O:24][CH2:25][C@@H:26]4[CH2:30][CH2:29][CH2:28][NH:27]4)=[C:19]([O:22][CH3:23])[CH:20]=3)[N:15]=[CH:14][N:13]=2)=[CH:9][CH:8]=[C:7]2[C:3]=1[CH:4]=[C:5]([CH3:31])[NH:6]2.[C:32](Cl)(=[O:34])[CH3:33]>>[C:32]([N:27]1[CH2:28][CH2:29][CH2:30][C@H:26]1[CH2:25][O:24][C:18]1[CH:17]=[C:16]2[C:21]([C:12]([O:11][C:10]3[C:2]([F:1])=[C:3]4[C:7](=[CH:8][CH:9]=3)[NH:6][C:5]([CH3:31])=[CH:4]4)=[N:13][CH:14]=[N:15]2)=[CH:20][C:19]=1[O:22][CH3:23])(=[O:34])[CH3:33]. Reported procedure: Using an analogous procedure to that described for the preparation of Example 11, 4-[(4-fluoro-2-methyl-1H-indol-5-yl)oxy]-6-methoxy-7-[(2S)-pyrrolidin-2-ylmethoxy]quinazoline. (120 mg, 0.28 mmol) was reacted with acetyl chloride (24 μl, 0.34 mmol). The crude product was purified by column chromatography eluting with methanol/methylene chloride (2/98) to give 7-[(2S)-1-acetylpyrrolidin-2-ylmethoxy]-4-[(4-fluoro-2-methyl-1H-indol-5-yl)oxy]-6-methoxyquinazoline (76 mg, 58%). Reactants: C(=O)(OCC)C1=CC=C(C=C1)CCN (2-(4-carboethoxyphenyl)ethylamine), C(C1=CC=CC=C1)(=O)NC=1SC=C(N1)C(CBr)=O (2-Benzoylamino-4-bromoacetyl-thiazole), [BH4-].[Na+] (sodium borohydride). The solvent is C(Cl)Cl (methylene chloride), C(Cl)Cl (methylene chloride), CO (methanol), NC(=O)N (amino-ketone). Conditions: time 1.5 hour. Yields the product C(=O)(OCC)C1=CC=C(C=C1)CCNCC(C=1N=C(SC1)NC(C1=CC=CC=C1)=O)O (N-[2-(4-Carboethoxyphenyl)ethyl]-2-hydroxy-2-(2-benzoylamino-thiazol-4-yl)ethanamine). As a reaction SMILES: [C:1]([NH:9][C:10]1[S:11][CH:12]=[C:13]([C:15](=[O:18])[CH2:16]Br)[N:14]=1)(=[O:8])[C:2]1[CH:7]=[CH:6][CH:5]=[CH:4][CH:3]=1.[C:19]([C:24]1[CH:29]=[CH:28][C:27]([CH2:30][CH2:31][NH2:32])=[CH:26][CH:25]=1)([O:21][CH2:22][CH3:23])=[O:20].[BH4-].[Na+]>C(Cl)Cl.CO.NC(N)=O>[C:19]([C:24]1[CH:29]=[CH:28][C:27]([CH2:30][CH2:31][NH:32][CH2:16][CH:15]([OH:18])[C:13]2[N:14]=[C:10]([NH:9][C:1](=[O:8])[C:2]3[CH:7]=[CH:6][CH:5]=[CH:4][CH:3]=3)[S:11][CH:12]=2)=[CH:26][CH:25]=1)([O:21][CH2:22][CH3:23])=[O:20] |f:2.3|. Procedure details: 9.6 g (0.03 mol) of 2-Benzoylamino-4-bromoacetyl-thiazole are dissolved in 100 ml of methylene chloride and, while stirring at room temperature, added dropwise to a solution of 11.5 g (0.06 mol) of 2-(4-carboethoxyphenyl)ethylamine in 150 ml of methylene chloride. After 1.5 hours, the mixture is cooled to 5° C., diluted with 200 ml of methanol and, for the reduction of the resulting amino-ketone, 3 g of sodium borohydride are added in small portions at 0°-5° C. After 3 hours the solution is evap... The reactants are O=C([O-])[O-], CCO, CCOC(=O)CCc1cc(F)c(F)c(C(O)COS(=O)(=O)c2ccc(C)cc2)c1, [K+], [K+]. Product: CCOC(=O)CCc1cc(F)c(F)c(C2CO2)c1. As a reaction SMILES: [C:30](=[O:31])([O-:32])[O-:33].[CH3:36][CH2:37][OH:38].[F:1][c:2]1[cH:3][c:4]([CH2:23][CH2:24][C:25](=[O:26])[O:27][CH2:28][CH3:29])[cH:5][c:6]([CH:9]([CH2:10][O:11][S:12]([c:13]2[cH:14][cH:15][c:16]([CH3:17])[cH:18][cH:19]2)(=[O:20])=[O:21])[OH:22])[c:7]1[F:8].[K+:34].[K+:35]>>[F:1][c:2]1[cH:3][c:4]([CH2:23][CH2:24][C:25](=[O:26])[O:27][CH2:28][CH3:29])[cH:5][c:6]([CH:9]2[CH2:10][O:22]2)[c:7]1[F:8]. Starting materials: CC[O-], CCO, CCC(=O)CN(C(=O)Cc1cccc(Cl)c1)c1cccc(C(C)C)c1, [Na+], O. The product is CCC1=C(c2cccc(Cl)c2)C(=O)N(c2cccc(C(C)C)c2)C1. As a reaction SMILES: [CH3:27][CH2:28][O-:29].[CH3:31][CH2:32][OH:33].[CH:1]([CH3:2])([CH3:3])[c:4]1[cH:5][c:6]([N:10]([C:11]([CH2:12][c:13]2[cH:14][c:15]([Cl:19])[cH:16][cH:17][cH:18]2)=[O:20])[CH2:21][C:22]([CH2:23][CH3:24])=[O:25])[cH:7][cH:8][cH:9]1.[Na+:26].[OH2:30]>>[CH:1]([CH3:2])([CH3:3])[c:4]1[cH:5][c:6]([N:10]2[C:11](=[O:20])[C:12]([c:13]3[cH:14][c:15]([Cl:19])[cH:16][cH:17][cH:18]3)=[C:22]([CH2:23][CH3:24])[CH2:21]2)[cH:7][cH:8][cH:9]1. Reactants: ClCCl, CC(=O)OC(C)=O, CCN(C(C)C)C(C)C, COc1cc2ncnc(Nc3cccc(Cl)c3F)c2cc1OC1CCNC1, c1ccncc1. Yields the product COc1cc2ncnc(Nc3cccc(Cl)c3F)c2cc1OC1CCN(C(C)=O)C1. As a reaction SMILES: [CH2:35]([Cl:36])[Cl:37].[CH3:28][C:29](=[O:30])[O:31][C:32](=[O:33])[CH3:34].[CH:44]([N:45]([CH:46]([CH3:47])[CH3:48])[CH2:49][CH3:50])([CH3:51])[CH3:52].[Cl:1][c:2]1[c:3]([F:27])[c:4]([NH:5][c:6]2[n:7][cH:8][n:9][c:10]3[cH:11][c:12]([O:22][CH3:23])[c:13]([O:16][CH:17]4[CH2:18][NH:19][CH2:20][CH2:21]4)[cH:14][c:15]23)[cH:24][cH:25][cH:26]1.[cH:38]1[cH:39][cH:40][n:41][cH:42][cH:43]1>>[Cl:1][c:2]1[c:3]([F:27])[c:4]([NH:5][c:6]2[n:7][cH:8][n:9][c:10]3[cH:11][c:12]([O:22][CH3:23])[c:13]([O:16][CH:17]4[CH2:18][N:19]([C:29]([CH3:28])=[O:30])[CH2:20][CH2:21]4)[cH:14][c:15]23)[cH:24][cH:25][cH:26]1.